This data is from the Open Reaction Database (ORD), a public repository of structured organic reaction records. The task is: describe an organic reaction: reactants, conditions, products, and yield Reactants: C(C)C1C(=O)OCCC1 (2-ethylvalerolactone), CO (methanol), C([O-])([O-])=O.[K+].[K+] (potassium carbonate). Solvent: S(O)(O)(=O)=O (sulfuric acid). Run at time 20 minute. Yields the product C(C)C(C(=O)OC)CCCO (methyl 2-ethyl-5-hydroxyvalerate). Yield: 86.0%. Reaction SMILES: [CH2:1]([CH:3]1[CH2:9][CH2:8][CH2:7][O:6]C1=O)[CH3:2].[C:10](=[O:13])([O-])[O-:11].[K+].[K+].[CH3:16]O>S(=O)(=O)(O)O>[CH2:1]([CH:3]([CH2:9][CH2:8][CH2:7][OH:6])[C:10]([O:11][CH3:16])=[O:13])[CH3:2] |f:1.2.3|. Procedure details: A solution of 30.0 g (0.234 mmol) of 2-ethylvalerolactone in 150 mL of dry methanol and 0.5 mL of conc. sulfuric acid was stored under argon for 17 h at 20° C. Then 10.0 g of potassium carbonate was added and the mixture stirred for 20 min. After filtration, and concentration at 40° C. under vacuum, the residue was dissolved in 100 mL of ether. The solution was washed with 200 mL of satd. sodium carbonate, 100 mL of satd. brine, dried over MgSO4, filtered, concentrated and the residue distilled ... Starting materials: N1C=CC=2C1=CN=C(C2)C(=O)OCC (ethyl 1H-pyrrolo[2,3-c]pyridine-5-carboxylate), [H-].[Na+] (sodium hydride), FC1=C(CBr)C=CC(=C1)F (2,4-difluorobenzyl bromide). Solvent: CN(C)C=O (DMF). Conditions: time 16 hour. The product is FC1=C(CN2C=CC=3C2=CN=C(C3)C(=O)OCC)C=CC(=C1)F (Ethyl 1-(2,4-difluorobenzyl)-1H-pyrrolo[2,3-c]pyridine-5-carboxylate). Yield: 48.1%. RXN SMILES: [NH:1]1[C:5]2=[CH:6][N:7]=[C:8]([C:10]([O:12][CH2:13][CH3:14])=[O:11])[CH:9]=[C:4]2[CH:3]=[CH:2]1.[H-].[Na+].[F:17][C:18]1[CH:25]=[C:24]([F:26])[CH:23]=[CH:22][C:19]=1[CH2:20]Br>CN(C=O)C>[F:17][C:18]1[CH:25]=[C:24]([F:26])[CH:23]=[CH:22][C:19]=1[CH2:20][N:1]1[C:5]2=[CH:6][N:7]=[C:8]([C:10]([O:12][CH2:13][CH3:14])=[O:11])[CH:9]=[C:4]2[CH:3]=[CH:2]1 |f:1.2|. Reported procedure: To a stirred solution of ethyl 1H-pyrrolo[2,3-c]pyridine-5-carboxylate (0.50 g, 2.63 mmol) in DMF (10 mL) under a nitrogen atmosphere was added sodium hydride (0.087 g, 80% in mineral oil, 2.89 mmol) and 2,4-difluorobenzyl bromide (0.60 g, 2.89 mmol). The resulting mixture was stirred for 16 hours at ambient temperature. It was quenched with water (30 mL), and extracted with ethyl acetate (3×30 mL). The combined organic extracts were washed with water (2×30 mL), dried over sodium sulfate, concen... The reactants are C[Si]([N-][Si](C)(C)C)(C)C.[Li+] (lithium hexamethyldisilazide), BrC1=CNC2=CC(=CC=C12)[N+](=O)[O-] (3-bromo-6-nitro-1H-indole), crude product, O1CCCC1 (tetrahydrofuran), CI (methyl iodide). Solvent: CN(C=O)C (N,N-dimethylformamide). Conditions: time 5 hour. The product is BrC1=CN(C2=CC(=CC=C12)[N+](=O)[O-])C (3-bromo-1-methyl-6-nitro-1H-indole). The yield is 77.9%. RXN SMILES: C[Si](C)(C)[N-][Si](C)(C)C.[Li+].O1CCC[CH2:12]1.CI.[Br:18][C:19]1[C:27]2[C:22](=[CH:23][C:24]([N+:28]([O-:30])=[O:29])=[CH:25][CH:26]=2)[NH:21][CH:20]=1>CN(C)C=O>[Br:18][C:19]1[C:27]2[C:22](=[CH:23][C:24]([N+:28]([O-:30])=[O:29])=[CH:25][CH:26]=2)[N:21]([CH3:12])[CH:20]=1 |f:0.1|. Procedure: Method A Add 1M lithium hexamethyldisilazide in tetrahydrofuran (31.2 mL, 31.17 mmol) and methyl iodide (2.6 mL, 41.56 mmol) to a solution of 3-bromo-6-nitro-1H-indole 2 (5.01 g, 20.78 mmol) in N,N-dimethylformamide (100 mL) at 0° C. Warm the reaction mixture to room temperature and allow it to stir for 5 hr. Quench with saturated aqueous ammonium chloride (100 mL), dilute with ethyl acetate (200 mL), and separate the layers. Sequentially, wash the organic layer with 10% aqueous lithium chloride...